Dataset: the Open Reaction Database (ORD), a public repository of structured organic reaction records. Task: describe an organic reaction: reactants, conditions, products, and yield Reactants: [N+](=O)([O-])C1=CC=C(C(C(=O)O)=C1)O (5-nitrosalicylic acid), S(O)(O)(=O)=O (sulfuric acid), CO (methanol). Run at temperature 100 celsius, time 24 hour. Product: [N+](=O)([O-])C1=CC=C(C(C(=O)OC)=C1)O (methyl 5-nitrosalicylate). The yield is 72.0%. As a reaction SMILES: [N+:1]([C:4]1[CH:12]=[C:8]([C:9]([OH:11])=[O:10])[C:7]([OH:13])=[CH:6][CH:5]=1)([O-:3])=[O:2].S(=O)(=O)(O)O.[CH3:19]O>>[N+:1]([C:4]1[CH:12]=[C:8]([C:9]([O:11][CH3:19])=[O:10])[C:7]([OH:13])=[CH:6][CH:5]=1)([O-:3])=[O:2]. Procedure: In methanol (250 ml) was suspended 5-nitrosalicylic acid (50.0 g, 273 mmol), and to the mixture was added sulfuric acid (6 ml). The mixture was stirred at 100° C. for 24 hours and the cooled to room temperature. The precipitated insoluble materials were filtered, which were washed with hydrous methanol (containing 20% of water) and methanol, and dried under reduced pressure to give methyl 5-nitrosalicylate (38.5 g, 195 mmol, 72%). The reactants are ClC=1C=C(C=CC1F)N1N=CC(=C1C)C(=O)O (1-(3-chloro-4-fluorophenyl)-5-methylpyrazole-4-carboxylic acid), NC=1C=CC(=C(C#N)C1)N1CCC(CC1)N1CCOCC1 (5-amino-2-(4-morpholinopiperidin-1-yl) benzonitrile). The product is ClC=1C=C(C=CC1F)N1N=CC(=C1C)C(=O)NC1=CC(=C(C=C1)N1CCC(CC1)N1CCOCC1)C#N (1-(3-Chloro-4-fluorophenyl)-N-[3-cyano-4-(4-morpholinopiperidin-1-yl) phenyl]-5-methylpyrazole-4-carboxamide). The yield is 42.2%. RXN SMILES: [Cl:1][C:2]1[CH:3]=[C:4]([N:9]2[C:13]([CH3:14])=[C:12]([C:15]([OH:17])=O)[CH:11]=[N:10]2)[CH:5]=[CH:6][C:7]=1[F:8].[NH2:18][C:19]1[CH:20]=[CH:21][C:22]([N:27]2[CH2:32][CH2:31][CH:30]([N:33]3[CH2:38][CH2:37][O:36][CH2:35][CH2:34]3)[CH2:29][CH2:28]2)=[C:23]([CH:26]=1)[C:24]#[N:25]>>[Cl:1][C:2]1[CH:3]=[C:4]([N:9]2[C:13]([CH3:14])=[C:12]([C:15]([NH:18][C:19]3[CH:20]=[CH:21][C:22]([N:27]4[CH2:32][CH2:31][CH:30]([N:33]5[CH2:34][CH2:35][O:36][CH2:37][CH2:38]5)[CH2:29][CH2:28]4)=[C:23]([C:24]#[N:25])[CH:26]=3)=[O:17])[CH:11]=[N:10]2)[CH:5]=[CH:6][C:7]=1[F:8]. Procedure details: By the reaction and treatment in the same manner as in Example 64 using 1-(3-chloro-4-fluorophenyl)-5-methylpyrazole-4-carboxylic acid (1.5 g) and 5-amino-2-(4-morpholinopiperidin-1-yl) benzonitrile (1.9 g), the title compound (1.3 g) was obtained, melting point: 266° C. The reactants are O.O.O.[F-].C(CCC)[N+](CCCC)(CCCC)CCCC (tetrabutylammonium fluoride trihydrate), O1C2CCOC3=C(C21)C=C(C=C3)[N+](=O)[O-] (4,5-epoxy-7-nitro-2,3,4,5-tetrahydro-1-benzoxepin), ClC=1C=CC(=NC1)[Si](C)(C)C (5-chloro-2-trimethylsilyl-pyridine), ice water. Conditions: temperature 60 celsius. Product: [N+](=O)([O-])C=1C=CC2=C([C@H]([C@@H](CCO2)O)N2C(C=CC(=C2)Cl)=O)C1 (7-nitro-trans-5-(5-chloro-1,2-dihydro-2-oxo-pyrid-1-yl)-2,3,4,5-tetrahydro-1-benzoxepin-4-ol). As a reaction SMILES: [OH2:1].O.O.[F-].C([N+](CCCC)(CCCC)CCCC)CCC.[O:22]1[CH:29]2[CH:23]1[CH2:24][CH2:25][O:26][C:27]1[CH:33]=[CH:32][C:31]([N+:34]([O-:36])=[O:35])=[CH:30][C:28]=12.[Cl:37][C:38]1[CH:39]=[CH:40][C:41]([Si](C)(C)C)=[N:42][CH:43]=1>>[N+:34]([C:31]1[CH:32]=[CH:33][C:27]2[O:26][CH2:25][CH2:24][C@@H:23]([OH:22])[C@H:29]([N:42]3[CH:43]=[C:38]([Cl:37])[CH:39]=[CH:40][C:41]3=[O:1])[C:28]=2[CH:30]=1)([O-:36])=[O:35] |f:0.1.2.3.4|. Reported procedure: 6.63 g (21 mmol) of tetrabutylammonium fluoride trihydrate are added to a stirred mixture of 3.93 g (19 mmol) of 4,5-epoxy-7-nitro-2,3,4,5-tetrahydro-1-benzoxepin and 8.06 g (40 mmol) of 5-chloro-2-trimethylsilyl-pyridine, and the mixture is heated at 60° C. for 5 hours. The mixture is then stirred into ice-water and extracted several times with ethyl acetate. The combined ethyl acetate extracts are washed with water and saturated sodium chloride solution dried over sodium sulfate, filtered and ... Starting materials: COC1=CC2=C(C(CNCC2)C2=CC=CC=C2)C=C1OC (7,8-dimethoxy-1-phenyl-2,3,4,5,-tetrahydro-1H-3-benzazepine), CO (methanol), C(C)Br (ethyl bromide), [OH-].[K+] (potassium hydroxide). The solvent is C(C)(=O)OCC (ethyl acetate). The product is COC1=CC2=C(C(CN(CC2)CC)C2=CC=CC=C2)C=C1OC (7,8-dimethoxy-3-ethyl-1-phenyl-2,3,4,5-tetrahydro-1H-3-benzazepine). RXN SMILES: [CH3:1][O:2][C:3]1[C:19]([O:20][CH3:21])=[CH:18][C:6]2[CH:7]([C:12]3[CH:17]=[CH:16][CH:15]=[CH:14][CH:13]=3)[CH2:8][NH:9][CH2:10][CH2:11][C:5]=2[CH:4]=1.[CH2:22](Br)[CH3:23].[OH-].[K+].CO>C(OCC)(=O)C>[CH3:1][O:2][C:3]1[C:19]([O:20][CH3:21])=[CH:18][C:6]2[CH:7]([C:12]3[CH:17]=[CH:16][CH:15]=[CH:14][CH:13]=3)[CH2:8][N:9]([CH2:22][CH3:23])[CH2:10][CH2:11][C:5]=2[CH:4]=1 |f:2.3|. Procedure: A sample of 7,8-dimethoxy-1-phenyl-2,3,4,5,-tetrahydro-1H-3-benzazepine weighing 4.32 g. (0.0154 mol), 2.18 g. (0.02 mol) of ethyl bromide and 1.12 g. (0.02 mol) of potassium hydroxide are dissolved in 120 ml. of dry methanol and the solution is refluxed overnight. Evaporation of the solution to dryness gives a mixture which is taken up in ethyl acetate and filtered to remove inorgaic salts. The filtrate is washed with water, dried and evaporated to give 7,8-dimethoxy-3-ethyl-1-phenyl-2,3,4,5-te... Starting materials: Cl (HCl), [H-].[Na+] (NaH), BrCCC (1-bromopropane), OC1=CC2=C(COB2O)C=C1 (6-Hydroxyl-1,3-dihydro-1-hydroxy-2,1-benzoxaborole). Run in CN(C)C=O (DMF). Reaction conditions: temperature 0 celsius, time 1 day. The product is C(CC)OC1=CC2=C(COB2O)C=C1 (6-Propoxy-1,3-dihydro-1-hydroxy-2,1-benzoxaborole). Yield: 63.5%. As a reaction SMILES: [OH:1][C:2]1[CH:11]=[CH:10][C:5]2[CH2:6][O:7][B:8]([OH:9])[C:4]=2[CH:3]=1.[H-].[Na+].Br[CH2:15][CH2:16][CH3:17].Cl>CN(C=O)C>[CH2:15]([O:1][C:2]1[CH:11]=[CH:10][C:5]2[CH2:6][O:7][B:8]([OH:9])[C:4]=2[CH:3]=1)[CH2:16][CH3:17] |f:1.2|. Procedure details: H181 (110 mg, 0.73 mmol) was dissolved in DMF (6.0 mL) and cooled to 0° C. with ice bath. To this solution under nitrogen were added in sequence NaH (60% in mineral oil, 117 mg, 2.93 mmol) and 1-bromopropane (0.26 mL, 2.93 mmol). The reaction mixture was stirred for 1 d then treated with 1.0 M HCl (10.0 mL). After extraction with ethyl acetate, the organic phase was washed with water and brine, and dried over anhydrous Na2SO4. The residue after rotary evaporation was purified by column chromatog... Starting materials: NC[C@@H]1[C@H]2C[C@H]2CN1C(=O)C=1N=C(SC1C=1C=C(C=CC1)C)C (((1S,2S,5R)-2-Aminomethyl-3-aza-bicyclo[3.1.0]hex-3-yl)-(2-methyl-5-m-tolyl-thiazol-4-yl)-methanone), C(#N)C=1C=C(C(=O)O)C=CC1 (3-Cyano-benzoic acid). Reaction SMILES: [NH2:1][CH2:2][C@H:3]1[N:8]([C:9]([C:11]2[N:12]=[C:13]([CH3:23])[S:14][C:15]=2[C:16]2[CH:17]=[C:18]([CH3:22])[CH:19]=[CH:20][CH:21]=2)=[O:10])[CH2:7][C@H:6]2[C@@H:4]1[CH2:5]2.[C:24]([C:26]1[CH:27]=[C:28]([CH:32]=[CH:33][CH:34]=1)[C:29](O)=[O:30])#[N:25]>>[C:24]([C:26]1[CH:27]=[C:28]([CH:32]=[CH:33][CH:34]=1)[C:29]([NH:1][CH2:2][C@H:3]1[N:8]([C:9]([C:11]2[N:12]=[C:13]([CH3:23])[S:14][C:15]=2[C:16]2[CH:17]=[C:18]([CH3:22])[CH:19]=[CH:20][CH:21]=2)=[O:10])[CH2:7][C@H:6]2[C@@H:4]1[CH2:5]2)=[O:30])#[N:25]. Procedure details: prepared by reaction of ((1S,2S,5R)-2-Aminomethyl-3-aza-bicyclo[3.1.0]hex-3-yl)-(2-methyl-5-m-tolyl-thiazol-4-yl)-methanone with 3-Cyano-benzoic acid. Yields the product C(#N)C=1C=C(C(=O)NC[C@@H]2[C@H]3C[C@H]3CN2C(=O)C=2N=C(SC2C=2C=C(C=CC2)C)C)C=CC1 (3-Cyano-N-[(1S,2S,5R)-3-(2-methyl-5-m-tolyl-thiazole-4-carbonyl)-3-aza-bicyclo[3.1.0]hex-2-ylmethyl]-benzamide). Starting materials: C(C1=CC=CC=C1)N1CC(C(CC1)(C1=C(C=C(C=2C=COC21)F)F)O)C (1-benzyl-3-methyl-4-hydroxy-4-(4,6-difluorobenzofur-7-yl)piperidine), C(C1=CC=CC=C1)N1CC(C(CC1)(C1=C(C=C(C=2C=COC21)F)F)OC(C(=O)C)=O)C (1-benzyl-3-methyl-4-(methyl oxoacetoxy)-4-(4,6-difluorobenzofur-7-yl)piperidine), C(CCC)[SnH](CCCC)CCCC (tri(n-butyl)tin hydride). The product is C(C1=CC=CC=C1)N1C[C@H]([C@H](CC1)C1=C(C=C(C=2C=COC21)F)F)C (cis-1-benzyl-3-methyl-4-(4,6-difluorobenzofur-7-yl)piperidine). Isolated yield 76.6%. Reaction SMILES: [CH2:1]([N:8]1[CH2:13][CH2:12][C:11](O)([C:14]2[C:22]3[O:21][CH:20]=[CH:19][C:18]=3[C:17]([F:23])=[CH:16][C:15]=2[F:24])[CH:10]([CH3:26])[CH2:9]1)[C:2]1[CH:7]=[CH:6][CH:5]=[CH:4][CH:3]=1.C(N1CCC(OC(=O)C(C)=O)(C2C3OC=CC=3C(F)=CC=2F)C(C)C1)C1C=CC=CC=1.C([SnH](CCCC)CCCC)CCC>>[CH2:1]([N:8]1[CH2:13][CH2:12][C@H:11]([C:14]2[C:22]3[O:21][CH:20]=[CH:19][C:18]=3[C:17]([F:23])=[CH:16][C:15]=2[F:24])[C@H:10]([CH3:26])[CH2:9]1)[C:2]1[CH:7]=[CH:6][CH:5]=[CH:4][CH:3]=1. Reported procedure: Beginning with 1.24 gm (3.48 mMol) 1-benzyl-3-methyl-4-hydroxy-4-(4,6-difluorobenzofur-7-yl)piperidine, 1-benzyl-3-methyl-4-(methyl oxoacetoxy)-4-(4,6-difluorobenzofur-7-yl)piperidine were prepared essentially as described in EXAMPLE 16. This material was treated with tri(n-butyl)tin hydride essentially as described in EXAMPLE 16 to prepare 0.91 gm (77%) of the desired compound.